Dataset: the Open Reaction Database (ORD), a public repository of structured organic reaction records. Task: describe an organic reaction: reactants, conditions, products, and yield Reactants: C1(C=CC(C2=CC=CC=C12)=O)=O (1,4-naphthoquinone), S(O)(O)(=O)=O (sulfuric acid), S(=O)(=O)=O (sulfur trioxide), mixed acid, S(O)(O)(=O)=O (sulfuric acid), [N+](=O)(O)[O-] (nitric acid). The solvent is O (water). Yields the product [N+](=O)([O-])C1=C2C(C=CC(C2=CC=C1)=O)=O (5-nitro-1,4-naphthoquinone). RXN SMILES: [C:1]1(=[O:12])[C:10]2[C:5](=[CH:6][CH:7]=[CH:8][CH:9]=2)[C:4](=[O:11])[CH:3]=[CH:2]1.S(=O)(=O)(O)O.S(=O)(=O)=O.[N+:22]([O-])([OH:24])=[O:23]>O>[N+:22]([C:6]1[CH:7]=[CH:8][CH:9]=[C:10]2[C:5]=1[C:4](=[O:11])[CH:3]=[CH:2][C:1]2=[O:12])([O-:24])=[O:23]. Procedure: In the same apparatus as in Example 1, 10.0 g of 1,4-naphthoquinone was added to 40 g of fuming sulfuric acid of a sulfur trioxide content of 20 percent maintained at 0° to 5°C, then added thereto 30 g of a mixed acid consisting of 70 percent by weight of sulfuric acid, 25 percent by weight of nitric acid and 5 percent by weight of water dropwise over 1 hour while maintaining the reaction temperature at 15° to 20°C. The reaction mixture was maintained at 15° to 20°C for additional 3 hours and th... Starting materials: C(CCCCCCCCCCC)N(CCC(=O)OC)CCCCCCCCCCCC (Methyl 3-(Didodecylamino)propionate), OO (hydrogen peroxide). Solvent: C(C)(C)O (isopropanol). The product is C(CCCCCCCCCCC)N(O)CCCCCCCCCCCC (N,N-Didodecylhydroxylamine). Isolated yield 43.4%. Reaction SMILES: [CH2:1]([N:13]([CH2:20][CH2:21][CH2:22][CH2:23][CH2:24][CH2:25][CH2:26][CH2:27][CH2:28][CH2:29][CH2:30][CH3:31])CCC(OC)=O)[CH2:2][CH2:3][CH2:4][CH2:5][CH2:6][CH2:7][CH2:8][CH2:9][CH2:10][CH2:11][CH3:12].[OH:32]O>C(O)(C)C>[CH2:1]([N:13]([CH2:20][CH2:21][CH2:22][CH2:23][CH2:24][CH2:25][CH2:26][CH2:27][CH2:28][CH2:29][CH2:30][CH3:31])[OH:32])[CH2:2][CH2:3][CH2:4][CH2:5][CH2:6][CH2:7][CH2:8][CH2:9][CH2:10][CH2:11][CH3:12]. Procedure: Using the general procedure of Example 2, 87.6 grams (0.2 mol) of the product of Example 5 in 800 ml of isopropanol is oxidized using 9.7 mol (0.25 mol) of 70% aqueous hydrogen peroxide solution to give 32.1 grams (44% yield) of the above-named product as a white solid melting at 85°-86° C. Reactants: COC1=C(C(=O)NC2C(CCC2)=O)C(=CC(=C1)C(F)(F)F)SC (2-methoxy-6-methylsulfanyl-N-(2-oxo-cyclopentyl)-4-trifluoromethyl-benzamide), COC1=C(C(=O)NC2C(CCC2)=O)C(=CC(=C1)C(F)(F)F)SC (2-methoxy-6-methylsulfanyl-N-(2-oxo-cyclopentyl)-4-trifluoromethyl-benzamide), N1CCCC1 (pyrrolidine). The product is COC1=C(C(=O)NC2C(CCC2)N2CCCC2)C(=CC(=C1)C(F)(F)F)SC (2-Methoxy-6-methylsulfanyl-N-((1RS,2SR)-2-pyrrolidin-1-yl-cyclopentyl)-4-trifluoromethyl-benzamide). As a reaction SMILES: [CH3:1][O:2][C:3]1[CH:17]=[C:16]([C:18]([F:21])([F:20])[F:19])[CH:15]=[C:14]([S:22][CH3:23])[C:4]=1[C:5]([NH:7][CH:8]1[CH2:12][CH2:11][CH2:10][C:9]1=O)=[O:6].[NH:24]1[CH2:28][CH2:27][CH2:26][CH2:25]1>>[CH3:1][O:2][C:3]1[CH:17]=[C:16]([C:18]([F:21])([F:20])[F:19])[CH:15]=[C:14]([S:22][CH3:23])[C:4]=1[C:5]([NH:7][CH:8]1[CH2:12][CH2:11][CH2:10][CH:9]1[N:24]1[CH2:28][CH2:27][CH2:26][CH2:25]1)=[O:6]. Procedure: The title compound, brown gum, MS: m/e=403.4 [(M+H, was prepared in accordance with the general method of example 1 and 2 from 2-methoxy-6-methylsulfanyl-N-(2-oxo-cyclopentyl)-4-trifluoromethyl-benzamide (intermediate M) and pyrrolidine. The cis- and trans-isomer could be separated by column chromatography. The reactants are CC=1C(=NC=C(C1)C)CN[C@@H]1CCCC=2C=CC=NC12 ((R)-(3,5-Dimethyl-pyridin-2-ylmethyl)-(5,6,7,8-tetrahydro-quinolin-8-yl)-amine), COC(C1=C(C=CC(=C1)C#N)CBr)=O (2-bromomethyl-5-cyano-benzoic acid methyl ester), C(=O)([O-])[O-].[K+].[K+] (K2CO3). Run in CC#N (CH3CN). Product: COC(C1=C(C=CC(=C1)C#N)CN(C1CCCC=2C=CC=NC12)CC1=NC=C(C=C1C)C)=O (5-cyano-2-{[(3,5-dimethyl-pyridin-2-ylmethyl)-(5,6,7,8-tetrahydro-quinolin-8yl)-amino]-methyl}-benzoic acid methyl ester), oil. Yield: 100.0%. Reaction SMILES: [CH3:1][C:2]1[C:3]([CH2:9][NH:10][C@H:11]2[C:20]3[N:19]=[CH:18][CH:17]=[CH:16][C:15]=3[CH2:14][CH2:13][CH2:12]2)=[N:4][CH:5]=[C:6]([CH3:8])[CH:7]=1.[CH3:21][O:22][C:23](=[O:34])[C:24]1[CH:29]=[C:28]([C:30]#[N:31])[CH:27]=[CH:26][C:25]=1[CH2:32]Br.C([O-])([O-])=O.[K+].[K+]>CC#N>[CH3:21][O:22][C:23](=[O:34])[C:24]1[CH:29]=[C:28]([C:30]#[N:31])[CH:27]=[CH:26][C:25]=1[CH2:32][N:10]([CH2:9][C:3]1[C:2]([CH3:1])=[CH:7][C:6]([CH3:8])=[CH:5][N:4]=1)[CH:11]1[C:20]2[N:19]=[CH:18][CH:17]=[CH:16][C:15]=2[CH2:14][CH2:13][CH2:12]1 |f:2.3.4|. Procedure details: (R)-(3,5-Dimethyl-pyridin-2-ylmethyl)-(5,6,7,8-tetrahydro-quinolin-8-yl)-amine (0.40 g, 1.50 mmol), 2-bromomethyl-5-cyano-benzoic acid methyl ester (0.40 g, 1.57 mmol) and K2CO3 (0.58 g, 4.50 mmol) in CH3CN (10 mL) were reacted according to General Procedure A. The crude 5-cyano-2-{[(3,5-dimethyl-pyridin-2-ylmethyl)-(5,6,7,8-tetrahydro-quinolin-8yl)-amino]-methyl}-benzoic acid methyl ester was isolated as an orange-brown oil (0.68 g, 100%) and used without purification in the next step of the sy... Starting materials: C=O (Formaldehyde), C(C)C(CN1CCOCC1)(CN1CCOCC1)[N+](=O)[O-] (4,4'-(2-ethyl-2-nitrotrimethylene)dimorpholine), C=O (formaldehyde), C=O (formaldehyde). Yields the product [N+](=O)([O-])C(CN1CCOCC1)CC (2-nitrobutylmorpholine). As a reaction SMILES: C=O.[CH2:3]([C:5]([N+:20]([O-:22])=[O:21])(CN1CCOCC1)[CH2:6][N:7]1[CH2:12][CH2:11][O:10][CH2:9][CH2:8]1)[CH3:4]>>[N+:20]([CH:5]([CH2:3][CH3:4])[CH2:6][N:7]1[CH2:8][CH2:9][O:10][CH2:11][CH2:12]1)([O-:22])=[O:21]. Procedure details: Formaldehyde, 37%, is added to the vessel with constant agitation and maintaining the temperature within the preferred 55°-60° C. range. The formaldehyde is added over a 21/2-6 hour addition period. Preferably, the formaldehyde is added in about 3-4 hours addition time. Addition times of less than 21/2 hours produce, 4,4'-(2-ethyl-2-nitrotrimethylene)dimorpholine and addition times of longer than 6 hours have no appreciable effect on product formation. Longer addition times than 6 hours and inte... Starting materials: ClCCCBr, C1CCNC1, CC(C)=O, [Na+], [OH-]. RXN SMILES: [Br:8][CH2:9][CH2:10][CH2:11][Cl:12].[CH2:1]1[CH2:2][CH2:3][NH:4][CH2:5]1.[CH3:13][C:14](=[O:15])[CH3:16].[Na+:7].[OH-:6]>>[CH2:1]1[CH2:2][CH2:3][N:4]([CH2:9][CH2:10][CH2:11][Cl:12])[CH2:5]1. Product: ClCCCN1CCCC1. Reactants: FC1=CC=C(C=C1)CC1=CN=C2C(=C(C(N(C2=C1)CCN1C(CCCC1)=O)=O)C(=O)OCC)O (ethyl 7-[(4-fluorophenyl)methyl]-4-hydroxy-2-oxo-1-[2-(2-oxo-1-piperidinyl)ethyl]-1,2-dihydro-1,5-naphthyridine-3-carboxylate), N[C@@H](CO)CC(C)C ((2R)-2-amino-4-methyl-1-pentanol), OS(=O)(=O)[O-].[Na+] (NaHSO4). Solvent: CCO (EtOH). Conditions: time 8 hour. The product is FC1=CC=C(C=C1)CC1=CN=C2C(=C(C(N(C2=C1)CCN1C(CCCC1)=O)=O)C(=O)N[C@H](CC(C)C)CO)O (7-[(4-fluorophenyl)methyl]-4-hydroxy-N-[(1R)-1-(hydroxymethyl)-3-methylbutyl]-2-oxo-1-[2-(2-oxo-1-piperidinyl)ethyl]-1,2-dihydro-1,5-naphthyridine-3-carboxamide). RXN SMILES: [F:1][C:2]1[CH:7]=[CH:6][C:5]([CH2:8][C:9]2[CH:18]=[C:17]3[C:12]([C:13]([OH:34])=[C:14]([C:29](OCC)=[O:30])[C:15](=[O:28])[N:16]3[CH2:19][CH2:20][N:21]3[CH2:26][CH2:25][CH2:24][CH2:23][C:22]3=[O:27])=[N:11][CH:10]=2)=[CH:4][CH:3]=1.[NH2:35][C@H:36]([CH2:39][CH:40]([CH3:42])[CH3:41])[CH2:37][OH:38].OS([O-])(=O)=O.[Na+]>CCO>[F:1][C:2]1[CH:7]=[CH:6][C:5]([CH2:8][C:9]2[CH:18]=[C:17]3[C:12]([C:13]([OH:34])=[C:14]([C:29]([NH:35][C@@H:36]([CH2:37][OH:38])[CH2:39][CH:40]([CH3:42])[CH3:41])=[O:30])[C:15](=[O:28])[N:16]3[CH2:19][CH2:20][N:21]3[CH2:26][CH2:25][CH2:24][CH2:23][C:22]3=[O:27])=[N:11][CH:10]=2)=[CH:4][CH:3]=1 |f:2.3|. Procedure details: A mixture of ethyl 7-[(4-fluorophenyl)methyl]-4-hydroxy-2-oxo-1-[2-(2-oxo-1-piperidinyl)ethyl]-1,2-dihydro-1,5-naphthyridine-3-carboxylate (30 mg, 0.064 mmol) and (2R)-2-amino-4-methyl-1-pentanol (75 μL, 0.64 mmol) was heated in EtOH (3 mL) at 175° C. for 45 min. in a microwave. The reaction mixture was cooled to rt and let stand overnight. Added 1N NaHSO4 (2 mL) filtered the resulting suspension, washed with EtOH:water 1:1, and Et2O then concentrated the filtrate in vacuo. Dissolved the residue... Reactants: ClC=1N=C(C2=C(N1)CCS2)Cl (2,4-dichloro-6,7-dihydro-thieno[3,2-d]pyrimidine), NC1(CC1)CO (1-amino-cyclopropanmethanol), ClC=1N=C(C2=C(N1)CCS2=O)NC2(CC2)CO ([1-(2-chloro-5-oxo-6,7-dihydro-5H-5λ4-thieno[3,2-d]pyrimidin-4-ylamino)-cyclopropyl]-methanol). The product is ClC1N=CC2=C(N1NC1(CC1)CO)CCS2=O ([1-(2-chloro-5-oxo-6,7-dihydro-5H-5λ4-thieno[3,2-d]pyrimidin-1-ylamino)-cyclopropyl]-methanol). Reaction SMILES: ClC1N=C(Cl)C2SCCC=2N=1.[NH2:12][C:13]1([CH2:16][OH:17])[CH2:15][CH2:14]1.[Cl:18][C:19]1[N:20]=[C:21](NC2(CO)CC2)[C:22]2[S:27](=[O:28])[CH2:26][CH2:25][C:23]=2[N:24]=1>>[Cl:18][CH:19]1[N:24]([NH:12][C:13]2([CH2:16][OH:17])[CH2:15][CH2:14]2)[C:23]2[CH2:25][CH2:26][S:27](=[O:28])[C:22]=2[CH:21]=[N:20]1. Procedure: Starting from 2,4-dichloro-6,7-dihydro-thieno[3,2-d]pyrimidine and 1-amino-cyclopropanmethanol the two enantiomers of [1-(2-chloro-5-oxo-6,7-dihydro-5H-5λ4-thieno[3,2-d]pyrimidin-4-ylamino)-cyclopropyl]-methanol may be prepared as described in Example 28 (cf 2.1.2). The enantiomers may be separated by chiral HPLC (column Diacel IA, 250×4.6 mm, 5 m, eluant: (hexane+cyclohexylamine (0.2%))/ethanol (80/20), flow rate: 1 ml/min): enantiomer 1: RT=11.1 min; enantiomer 2: RT=16.5 min.